From a dataset of the Open Reaction Database (ORD), a public repository of structured organic reaction records. describe an organic reaction: reactants, conditions, products, and yield The reactants are [Pd(Dppf)2]Cl2, C([O-])([O-])=O.[Na+].[Na+] (sodium carbonate), C(#N)C1=C(C=C(C=C1)B(O)O)F (4-cyano-3-fluorophenylboronic acid), BrC1=CN=C2N1N=C(C=C2)N2C(CCC2)C2=C(C=CC(=C2)F)F (3-bromo-6-(2-(2,5-difluorophenyl)pyrrolidin-1-yl)imidazo[1,2-b]pyridazine). The solvent is O1CCOCC1 (dioxane), O (DI water). Reaction conditions: temperature 150 celsius. The product is FC1=C(C=C(C=C1)F)C1N(CCC1)C=1C=CC=2N(N1)C(=CN2)C2=CC(=C(C#N)C=C2)F (4-(6-(2-(2,5-difluorophenyl)pyrrolidin-1-yl)imidazo[1,2-b]pyridazin-3-yl)-2-fluorobenzonitrile). RXN SMILES: C(=O)([O-])[O-].[Na+].[Na+].[C:7]([C:9]1[CH:14]=[CH:13][C:12](B(O)O)=[CH:11][C:10]=1[F:18])#[N:8].Br[C:20]1[N:24]2[N:25]=[C:26]([N:29]3[CH2:33][CH2:32][CH2:31][CH:30]3[C:34]3[CH:39]=[C:38]([F:40])[CH:37]=[CH:36][C:35]=3[F:41])[CH:27]=[CH:28][C:23]2=[N:22][CH:21]=1>O1CCOCC1.O>[F:41][C:35]1[CH:36]=[CH:37][C:38]([F:40])=[CH:39][C:34]=1[CH:30]1[CH2:31][CH2:32][CH2:33][N:29]1[C:26]1[CH:27]=[CH:28][C:23]2[N:24]([C:20]([C:12]3[CH:13]=[CH:14][C:9]([C:7]#[N:8])=[C:10]([F:18])[CH:11]=3)=[CH:21][N:22]=2)[N:25]=1 |f:0.1.2|. Procedure details: In step 12-1, [Pd(Dppf)2]Cl2 (90 mg, 0.11 mmol), sodium carbonate (0.41 g, 3.9 mmol), and 4-cyano-3-fluorophenylboronic acid (0.36 g, 2.2 mmol) were added to a solution of 3-bromo-6-(2-(2,5-difluorophenyl)pyrrolidin-1-yl)imidazo[1,2-b]pyridazine (6-6) (0.42 g, 1.1 mmol) in 3 mL of dioxane and 1 mL of DI water. The reaction mixture was heated in a microwave for twenty minutes at 150° C., and the slurry was then cooled to room temperature and filtered through a 0.2 μM nylon fit. The solvent was re... Reactants: CC(C)(C)OC(=O)N1CC(COC2CCCCC2)OCC1C(O)C(N)Cc1cc(F)cc(F)c1, CCCN(CCC)C(=O)C=C(C)C(=O)O, CCN=C=NCCCN(C)C, ClCCl, Cl, On1nnc2ccccc21. Yields the product CCCN(CCC)C(=O)C=C(C)C(=O)NC(Cc1cc(F)cc(F)c1)C(O)C1COC(COC2CCCCC2)CN1C(=O)OC(C)(C)C. RXN SMILES: [C:38]([CH3:39])([CH3:40])([CH3:41])[O:42][C:43](=[O:44])[N:45]1[CH2:46][CH:47]([CH2:64][O:65][CH:66]2[CH2:67][CH2:68][CH2:69][CH2:70][CH2:71]2)[O:48][CH2:49][CH:50]1[CH:51]([CH:52]([CH2:53][c:54]1[cH:55][c:56]([F:61])[cH:57][c:58]([F:60])[cH:59]1)[NH2:62])[OH:63].[CH2:1]([CH2:2][CH3:3])[N:4]([C:5](=[O:6])[CH:7]=[C:8]([C:9](=[O:10])[OH:11])[CH3:12])[CH2:13][CH2:14][CH3:15].[CH3:17][N:18]([CH3:19])[CH2:20][CH2:21][CH2:22][N:23]=[C:24]=[N:25][CH2:26][CH3:27].[Cl:72][CH2:73][Cl:74].[ClH:16].[OH:28][n:29]1[c:30]2[cH:31][cH:32][cH:33][cH:34][c:35]2[n:36][n:37]1>>[CH2:1]([CH2:2][CH3:3])[N:4]([C:5](=[O:6])[CH:7]=[C:8]([C:9](=[O:11])[NH:62][CH:52]([CH:51]([CH:50]1[N:45]([C:43]([O:42][C:38]([CH3:39])([CH3:40])[CH3:41])=[O:44])[CH2:46][CH:47]([CH2:64][O:65][CH:66]2[CH2:67][CH2:68][CH2:69][CH2:70][CH2:71]2)[O:48][CH2:49]1)[OH:63])[CH2:53][c:54]1[cH:55][c:56]([F:61])[cH:57][c:58]([F:60])[cH:59]1)[CH3:12])[CH2:13][CH2:14][CH3:15]. Starting materials: ( 98 ), Cl (HCl), CCOCC (ether), CNCCN1C2=C(SCC1)C=C(C=C2)NC(=N)C=2OC=CC2 (N-(4-(2-(methylamino)ethyl)-3,4-dihydro-2H-benzo[b][1,4]thiazin-7-yl)furan-2-carboximidamide). Solvent: CO (MeOH). Conditions: time 5 minute. The product is Cl.Cl.CNCCN1C2=C(SCC1)C=C(C=C2)NC(=N)C=2OC=CC2 (N-(4-(2-(Methylamino)ethyl)-3,4-dihydro-2H-benzo[b][1,4]thiazin-7-yl)furan-2-carboximidamide dihydrochloride). RXN SMILES: [CH3:1][NH:2][CH2:3][CH2:4][N:5]1[CH2:10][CH2:9][S:8][C:7]2[CH:11]=[C:12]([NH:15][C:16]([C:18]3[O:19][CH:20]=[CH:21][CH:22]=3)=[NH:17])[CH:13]=[CH:14][C:6]1=2.[ClH:23].CCOCC>CO>[ClH:23].[ClH:23].[CH3:1][NH:2][CH2:3][CH2:4][N:5]1[CH2:10][CH2:9][S:8][C:7]2[CH:11]=[C:12]([NH:15][C:16]([C:18]3[O:19][CH:20]=[CH:21][CH:22]=3)=[NH:17])[CH:13]=[CH:14][C:6]1=2 |f:4.5.6|. Procedure: N-(4-(2-(methylamino)ethyl)-3,4-dihydro-2H-benzo[b][1,4]thiazin-7-yl)furan-2-carboximidamide (0.4353 g, 1.376 mmol) was dissolved in MeOH (3 mL). 1M HCl in ether (6.88 mL, 6.88 mmol) was added to the solution at room temperature, and the reaction was stirred for 5 minutes under argon atmosphere. The mixture was concentrated to give a yellow solid (0.59 g, quantitative). 1H NMR (DMSO-d6) δ 11.31 (s, 1H), 9.58 (s, 1H), 9.30 (brs, 2H), 8.82 (s, 1H), 8.57 (s, 1H), 7.98 (s, 1H), 7.30 (d, J=1.2 Hz, 1H... Reactants: N (ammonia), C(CC)OC1=C(C=CC=C1)[N+](=O)[O-] (o-propoxynitrobenzene), Cl (HCl), C(C)O (ethanol). The reagents and catalysts are [Fe] (Iron). The solvent is O (water). Conditions: temperature 30 celsius. Product: C(CC)OC1=C(N)C=CC=C1 (o-Propoxyaniline). Yield: 73.8%. Reaction SMILES: Cl.C(O)C.[CH2:5]([O:8][C:9]1[CH:14]=[CH:13][CH:12]=[CH:11][C:10]=1[N+:15]([O-])=O)[CH2:6][CH3:7].N>[Fe].O>[CH2:5]([O:8][C:9]1[CH:14]=[CH:13][CH:12]=[CH:11][C:10]=1[NH2:15])[CH2:6][CH3:7]. Reported procedure: Iron 60 mesh (134.5 g., 2.40 mole), concentrated HCl (37.4 cc), ethanol (630 cc), and water (570 cc) are stirred under nitrogen and the temperature of the mixture is raised to reflux. Then o-propoxynitrobenzene (12.5 g., 0.69 mole), is added at reflux over a period of 5 hrs. and refluxed for 3-4 hrs. Then the mixture is neutralized with concentrated ammonia to a pH of 8-9. The temperature is raised to 30° C., and the reaction mass filtered, 200 cc ether added, the organic layer separated. The pr... The reactants are COc1cc(-n2ncc3cc(-c4ccc(Cl)cc4)sc3c2=O)ccc1OCC(C)(C)OC(=O)CNC(=O)OC(C)(C)C, ClCCl, O=C(O)C(F)(F)F. Yields the product COc1cc(-n2ncc3cc(-c4ccc(Cl)cc4)sc3c2=O)ccc1OCC(C)(C)OC(=O)CN. As a reaction SMILES: [C:1]([O:2][C:3](=[O:4])[NH:8][CH2:9][C:10](=[O:11])[O:12][C:13]([CH2:14][O:15][c:16]1[c:17]([O:39][CH3:40])[cH:18][c:19](-[n:22]2[n:23][cH:24][c:25]3[c:26]([c:27]2=[O:28])[s:29][c:30](-[c:32]2[cH:33][cH:34][c:35]([Cl:38])[cH:36][cH:37]2)[cH:31]3)[cH:20][cH:21]1)([CH3:41])[CH3:42])([CH3:5])([CH3:6])[CH3:7].[Cl:50][CH2:51][Cl:52].[OH:43][C:44]([C:45]([F:46])([F:47])[F:48])=[O:49]>>[NH2:8][CH2:9][C:10](=[O:11])[O:12][C:13]([CH2:14][O:15][c:16]1[c:17]([O:39][CH3:40])[cH:18][c:19](-[n:22]2[n:23][cH:24][c:25]3[c:26]([c:27]2=[O:28])[s:29][c:30](-[c:32]2[cH:33][cH:34][c:35]([Cl:38])[cH:36][cH:37]2)[cH:31]3)[cH:20][cH:21]1)([CH3:41])[CH3:42]. Yields the product C(C)(=O)C1=CC(=C(OCC(=O)OC)C(=C1)C)C (methyl 4-acetyl-2,6-dimethylphenoxyacetate). Reported procedure: 7 Grams of methyl 2,6-dimethylphenoxyacetate, 3.4 ml of acetic anhydride and 100 ml of carbon disulfide were mixed at 0° C., and to the mixture was added 17.9 g of aluminum chloride, and the resulting mixture was heated until gas was evolved. After the gas-evolution was ceased, the reaction mixture was refluxed for 30 minutes under heating. Then water was added to the solution. The resulting mixture was extracted with di-isopropyl ether, washed with water, dried over anhydrous magnesium sulfate.... Starting materials: CC1=C(OCC(=O)OC)C(=CC=C1)C (methyl 2,6-dimethylphenoxyacetate), C(C)(=O)OC(C)=O (acetic anhydride), C(=S)=S (carbon disulfide), [Cl-].[Al+3].[Cl-].[Cl-] (aluminum chloride). Run in O (water). Reaction SMILES: [CH3:1][C:2]1[CH:13]=[CH:12][CH:11]=[C:10]([CH3:14])[C:3]=1[O:4][CH2:5][C:6]([O:8][CH3:9])=[O:7].[C:15](OC(=O)C)(=[O:17])[CH3:16].C(=S)=S.[Cl-].[Al+3].[Cl-].[Cl-]>O>[C:15]([C:12]1[CH:11]=[C:10]([CH3:14])[C:3]([O:4][CH2:5][C:6]([O:8][CH3:9])=[O:7])=[C:2]([CH3:1])[CH:13]=1)(=[O:17])[CH3:16] |f:3.4.5.6|.